Dataset: the Open Reaction Database (ORD), a public repository of structured organic reaction records. Task: describe an organic reaction: reactants, conditions, products, and yield The reactants are CC(=O)O, CSc1nnc(-c2cc(C(C)(C)C)c(O)c(C(C)(C)C)c2)s1, OO. The product is CS(=O)c1nnc(-c2cc(C(C)(C)C)c(O)c(C(C)(C)C)c2)s1. RXN SMILES: [CH3:25][C:26](=[O:27])[OH:28].[CH3:3][C:4]([CH3:5])([CH3:6])[c:7]1[c:8]([OH:24])[c:9]([C:20]([CH3:21])([CH3:22])[CH3:23])[cH:10][c:11](-[c:13]2[s:14][c:15]([S:18][CH3:19])[n:16][n:17]2)[cH:12]1.[OH:1][OH:2]>>[O:1]=[S:18]([c:15]1[s:14][c:13](-[c:11]2[cH:10][c:9]([C:20]([CH3:21])([CH3:22])[CH3:23])[c:8]([OH:24])[c:7]([C:4]([CH3:3])([CH3:5])[CH3:6])[cH:12]2)[n:17][n:16]1)[CH3:19]. Reactants: CCOC(C)=O, CC(=O)O, CC(NC(=O)C(F)(F)F)C(O)c1ccc(O)cc1, O=[N+]([O-])O. Product: CC(NC(=O)C(F)(F)F)C(O)c1ccc(O)c([N+](=O)[O-])c1. RXN SMILES: [CH3:23][CH2:24][O:25][C:26](=[O:27])[CH3:28].[CH3:29][C:30](=[O:31])[OH:32].[F:1][C:2]([C:3](=[O:4])[NH:5][CH:6]([CH:7]([c:8]1[cH:9][cH:10][c:11]([OH:14])[cH:12][cH:13]1)[OH:15])[CH3:16])([F:17])[F:18].[OH:19][N+:20]([O-:21])=[O:22]>>[F:1][C:2]([C:3](=[O:4])[NH:5][CH:6]([CH:7]([c:8]1[cH:9][c:10]([N+:20](=[O:19])[O-:21])[c:11]([OH:14])[cH:12][cH:13]1)[OH:15])[CH3:16])([F:17])[F:18]. Reactants: Cn1c(=O)c(-c2ccc(Br)cc2)cc2c3cc(-c4cc(COC5CCCCO5)n[nH]4)ccc3n(C)c21, CO, O, Cc1ccc(S(=O)(=O)O)cc1. Yields the product Cn1c(=O)c(-c2ccc(Br)cc2)cc2c3cc(-c4cc(CO)n[nH]4)ccc3n(C)c21. Reaction SMILES: [Br:1][c:2]1[cH:3][cH:4][c:5](-[c:8]2[cH:9][c:10]3[c:11]([n:12]([CH3:32])[c:13]4[cH:14][cH:15][c:16](-[c:19]5[nH:20][n:21][c:22]([CH2:24][O:25][CH:26]6[CH2:27][CH2:28][CH2:29][CH2:30][O:31]6)[cH:23]5)[cH:17][c:18]34)[n:33]([CH3:36])[c:34]2=[O:35])[cH:6][cH:7]1.[CH3:48][OH:49].[OH2:50].[c:37]1([CH3:38])[cH:39][cH:40][c:41]([S:42]([OH:43])(=[O:44])=[O:45])[cH:46][cH:47]1>>[Br:1][c:2]1[cH:3][cH:4][c:5](-[c:8]2[cH:9][c:10]3[c:11]([n:12]([CH3:32])[c:13]4[cH:14][cH:15][c:16](-[c:19]5[nH:20][n:21][c:22]([CH2:24][OH:25])[cH:23]5)[cH:17][c:18]34)[n:33]([CH3:36])[c:34]2=[O:35])[cH:6][cH:7]1. Starting materials: C(C)OC(=O)C=1C=NN(C1)C1=NC2=CC=C(C=C2C(N1COCC[Si](C)(C)C)=O)I (1-[6-iodo-4-oxo-3-(2-trimethylsilanyl-ethoxymethyl)-3,4-dihydro-quinazolin-2-yl]-1H-pyrazole-4-carboxylic acid ethyl ester), product, ClC=1C=C(C=CC1)B(O)O (3-chlorophenylboronic acid). Product: ClC=1C=C(C=CC1)C=1C=C2C(NC(=NC2=CC1)N1N=CC(=C1)C(=O)O)=O (1-[6-(3-Chloro-phenyl)-4-oxo-3,4-dihydro-quinazolin-2-yl]-1H-pyrazole-4-carboxylic acid). As a reaction SMILES: C([O:3][C:4]([C:6]1[CH:7]=[N:8][N:9]([C:11]2[N:20](COCC[Si](C)(C)C)[C:19](=[O:29])[C:18]3[C:13](=[CH:14][CH:15]=[C:16](I)[CH:17]=3)[N:12]=2)[CH:10]=1)=[O:5])C.[Cl:31][C:32]1[CH:33]=[C:34](B(O)O)[CH:35]=[CH:36][CH:37]=1>>[Cl:31][C:32]1[CH:37]=[C:36]([C:16]2[CH:17]=[C:18]3[C:13](=[CH:14][CH:15]=2)[N:12]=[C:11]([N:9]2[CH:10]=[C:6]([C:4]([OH:3])=[O:5])[CH:7]=[N:8]2)[NH:20][C:19]3=[O:29])[CH:35]=[CH:34][CH:33]=1. Procedure details: The titled compound was prepared in a manner analogous to Example 69, steps C-E, using 1-[6-iodo-4-oxo-3-(2-trimethylsilanyl-ethoxymethyl)-3,4-dihydro-quinazolin-2-yl]-1H-pyrazole-4-carboxylic acid ethyl ester (Example 69 product from step B) and 3-chlorophenylboronic acid in step C. MS (ESI): mass calcd. for C18H11ClN4O3, 366.1; m/z found, 367.0 [M+H]+. 1H NMR (600 MHz, DMSO-d6): 13.00 (br s, 2H), 8.98 (s, 1H), 8.36 (d, J=2.2 Hz, 1H), 8.28 (s, 1H), 8.20 (dd, J=8.5, 2.3 Hz, 1H), 7.85 (t, J=1.9 H... The reactants are [H-].[Na+] (sodium hydride), oil, C(C)OP(=O)(OCC)[O-] (diethylphosphate), ClCOCOCCl (bis-(chloromethoxy)methane), ClCOCOCP(OCC)OCC (chloromethoxy-(diethoxyphosphinomethoxy)methane), N1=CN=C2N=CNC2=C1N (adenine). Run in CN(C)C=O (DMF), CN(C)C=O (DMF). Conditions: temperature 80 celsius, time 1 hour. The product is C(C)OP(=O)(OCC)COC(N1C2=NC=NC(=C2N=C1)N)OC (9-[(Diethylphosphonomethoxy)-methoxymethyl]adenine). As a reaction SMILES: [H-].[Na+].[N:3]1[C:11]([NH2:12])=[C:10]2[C:6]([N:7]=[CH:8][NH:9]2)=[N:5][CH:4]=1.Cl[CH2:14][O:15][CH2:16][O:17][CH2:18][P:19]([O:23][CH2:24][CH3:25])[O:20][CH2:21][CH3:22].C([O:28]P([O-])(OCC)=O)C.ClCOCOCCl>CN(C=O)C>[CH2:21]([O:20][P:19]([CH2:18][O:17][CH:16]([O:15][CH3:14])[N:7]1[CH:8]=[N:9][C:10]2[C:6]1=[N:5][CH:4]=[N:3][C:11]=2[NH2:12])([O:23][CH2:24][CH3:25])=[O:28])[CH3:22] |f:0.1|. Procedure details: To a suspension of 60% sodium hydride in mineral oil (1.4 g, 34.5 mmol) in DMF (100 mL) was added adenine (4.7 g, 34.5 mmol) and the mixture was stirred at 80° C. for 1 hr. To the resulting yellow solution was added dropwise a solution of chloromethoxy-(diethoxyphosphinomethoxy)methane [(prepared from diethylphosphate (4.4 mL, 34.5 mmol) and bis-(chloromethoxy)methane (25 g, 172 mmol)] in DMF (20 mL) under nitrogen. After stirring at 25° C. for 15 hr, volatiles were removed in vacuo, and the res...